describe an organic reaction: reactants, conditions, products, and yield From a dataset of the Open Reaction Database (ORD), a public repository of structured organic reaction records. The reactants are CCCCOc1ccc(-c2ccc(OCC3(CCC)CCCCC3)c(F)c2F)cc1F, CCCC1CCC(C2CCC(C(=O)O)CC2)CC1, CN(C)c1ccccn1, Cc1ccccc1, C(=NC1CCCCC1)=NC1CCCCC1. Product: CCCCOc1ccc(-c2ccc(OC(=O)C3CCC(C4CCC(CCC)CC4)CC3)c(F)c2F)cc1F. RXN SMILES: [CH2:1]([CH2:2][CH2:3][CH3:4])[O:5][c:6]1[c:7]([F:31])[cH:8][c:9](-[c:12]2[c:13]([F:30])[c:14]([F:29])[c:15]([O:18][CH2:19][C:20]3([CH2:21][CH2:22][CH3:23])[CH2:24][CH2:25][CH2:26][CH2:27][CH2:28]3)[cH:16][cH:17]2)[cH:10][cH:11]1.[CH2:56]([CH2:57][CH3:58])[CH:59]1[CH2:60][CH2:61][CH:62]([CH:65]2[CH2:66][CH2:67][CH:68]([C:71](=[O:72])[OH:73])[CH2:69][CH2:70]2)[CH2:63][CH2:64]1.[CH3:47][N:48]([c:49]1[cH:50][cH:51][cH:52][cH:53][n:54]1)[CH3:55].[CH3:74][c:75]1[cH:76][cH:77][cH:78][cH:79][cH:80]1.[CH:32]1([N:33]=[C:34]=[N:35][CH:36]2[CH2:37][CH2:38][CH2:39][CH2:40][CH2:41]2)[CH2:42][CH2:43][CH2:44][CH2:45][CH2:46]1>>[CH2:1]([CH2:2][CH2:3][CH3:4])[O:5][c:6]1[c:7]([F:31])[cH:8][c:9](-[c:12]2[c:13]([F:30])[c:14]([F:29])[c:15]([O:73][C:71]([CH:68]3[CH2:67][CH2:66][CH:65]([CH:62]4[CH2:61][CH2:60][CH:59]([CH2:56][CH2:57][CH3:58])[CH2:64][CH2:63]4)[CH2:70][CH2:69]3)=[O:72])[cH:16][cH:17]2)[cH:10][cH:11]1. Reactants: CC#N, CC1OC1(Cn1cncn1)c1ccc(F)cc1F, C1=C(c2ccccn2)CNCC1. The product is CC(N1CCC=C(c2ccccn2)C1)C(O)(Cn1cncn1)c1ccc(F)cc1F. As a reaction SMILES: [CH3:31][C:32]#[N:33].[F:1][c:2]1[c:3]([C:9]2([CH2:13][n:14]3[n:15][cH:16][n:17][cH:18]3)[O:10][CH:11]2[CH3:12])[cH:4][cH:5][c:6]([F:8])[cH:7]1.[n:19]1[c:20]([C:25]2=[CH:30][CH2:29][CH2:28][NH:27][CH2:26]2)[cH:21][cH:22][cH:23][cH:24]1>>[F:1][c:2]1[c:3]([C:9]([OH:10])([CH:11]([CH3:12])[N:27]2[CH2:26][C:25]([c:20]3[n:19][cH:24][cH:23][cH:22][cH:21]3)=[CH:30][CH2:29][CH2:28]2)[CH2:13][n:14]2[n:15][cH:16][n:17][cH:18]2)[cH:4][cH:5][c:6]([F:8])[cH:7]1. Starting materials: ON=C(C1=CC(=NC=C1)CO)N (N′-hydroxy-2-(hydroxymethyl)isonicotinimidamide), BrC1=C(C=C(C(=O)OC)C=C1)COC (methyl 4-bromo-3-(methoxymethyl)benzoate), C(CCl)Cl (EDC). Solvent: N1=CC=CC=C1 (pyridine), CC#N (MeCN). Reaction conditions: time 18 hour. Yields the product COCC1=C(C=CC(=C1)C1=NC(=NO1)C1=CC(=NC=C1)CO)C1=C(C=CC=C1)C ((4-(5-(2-(methoxymethyl)-2′-methylbiphenyl-4-yl)-1,2,4-oxadiazol-3-yl)pyridin-2-yl)methanol). Reaction SMILES: [OH:1][N:2]=[C:3]([NH2:12])[C:4]1[CH:9]=[CH:8][N:7]=[C:6]([CH2:10][OH:11])[CH:5]=1.Br[C:14]1[CH:23]=[CH:22][C:17]([C:18]([O:20][CH3:21])=O)=[CH:16][C:15]=1[CH2:24]OC.[CH2:27](Cl)[CH2:28]Cl>CC#N.N1C=CC=CC=1>[CH3:21][O:20][CH2:18][C:17]1[CH:16]=[C:15]([C:24]2[O:1][N:2]=[C:3]([C:4]3[CH:9]=[CH:8][N:7]=[C:6]([CH2:10][OH:11])[CH:5]=3)[N:12]=2)[CH:14]=[CH:23][C:22]=1[C:8]1[CH:9]=[CH:4][CH:5]=[CH:6][C:27]=1[CH3:28]. Procedure details: To a solution of N′-hydroxy-2-(hydroxymethyl)isonicotinimidamide (Example 66, Step 1; 0.100 g; 0.30 mmol) and Intermediate A1 (0.108 g; 0.42 mmol) in MeCN (3 mL) was added EDC (0.060 g; 0.38 mmol). The reaction mixture was stirred at ambient temperature for 18 h. The reaction mixture was diluted with pyridine (2 mL) and heated at 150° C. in the microwave for 30 minutes. This process was repeated 4 times and combined for work-up. The solvent was removed in vacuo and the residue dissolved in DCM. ... The reactants are CO (methanol), ClCC1=NC(=C(C(=O)OC)C=C1)C=1NC(C(N1)(C)C(C)C)=O (methyl 6-chloromethyl-2-(4-isopropyl-4-methyl-5-oxo-2-imidazolin-2-yl)nicotinate), [H-].[Na+] (sodium hydride), CS (methyl mercaptan). Run in C(C)(=O)O (acetic acid). Conditions: time 1 hour. Yields the product C(C)(C)C1(N=C(NC1=O)C1=C(C(=O)OC)C=CC(=N1)CSC)C (methyl 2-(4-isopropyl-4-methyl-5-oxo-2-imidazolin-2-yl)-6-methylthiomethylnicotinate). As a reaction SMILES: CO.[H-].[Na+].[CH3:5][SH:6].Cl[CH2:8][C:9]1[CH:18]=[CH:17][C:12]([C:13]([O:15][CH3:16])=[O:14])=[C:11]([C:19]2[NH:20][C:21](=[O:28])[C:22]([CH:25]([CH3:27])[CH3:26])([CH3:24])[N:23]=2)[N:10]=1>C(O)(=O)C>[CH:25]([C:22]1([CH3:24])[C:21](=[O:28])[NH:20][C:19]([C:11]2[N:10]=[C:9]([CH2:8][S:6][CH3:5])[CH:18]=[CH:17][C:12]=2[C:13]([O:15][CH3:16])=[O:14])=[N:23]1)([CH3:27])[CH3:26] |f:1.2|. Procedure details: To 30 mL of absolute methanol, stirred at -10° under nitrogen, is added in portions 0.9 g of 50% sodium hydride (oil dispersion). A stream of methyl mercaptan is then added to the solution until a pH of 10 is achieved. To this solution is added 3 g of methyl 6-chloromethyl-2-(4-isopropyl-4-methyl-5-oxo-2-imidazolin-2-yl)nicotinate, and stirring is continued at -10° for 1 hour. The reaction is then allowed to warm to room temperature over 1 hour, and is then acidified with glacial acetic acid to ... Reactants: Cl (hydrochloric acid), ClC=1C=C(C=CC1)B(O)O (3-Chlorophenylboronic acid), C(C1=CC=CC=C1)N1C=CC2=CC=C(C=C12)Br (1-benzyl-6-bromo-1H-indole). The reagents and catalysts are [Br-].C(CCC)[N+](CCCC)(CCCC)CCCC (tetrabutylammonium bromide), C(C)(=O)[O-].[Pd+2].C(C)(=O)[O-] (palladium(II) acetate). The solvent is O (water), C1CCOC1 (THF). Conditions: temperature 70 celsius. Yields the product C(C1=CC=CC=C1)N1C=CC2=CC=C(C=C12)C1=CC(=CC=C1)Cl (1-benzyl-6-(3-chlorophenyl)-1H-indole). Yield: 50.0%. As a reaction SMILES: [Cl:1][C:2]1[CH:3]=[C:4](B(O)O)[CH:5]=[CH:6][CH:7]=1.[CH2:11]([N:18]1[C:26]2[C:21](=[CH:22][CH:23]=[C:24](Br)[CH:25]=2)[CH:20]=[CH:19]1)[C:12]1[CH:17]=[CH:16][CH:15]=[CH:14][CH:13]=1.Cl>[Br-].C([N+](CCCC)(CCCC)CCCC)CCC.O.C1COCC1.C([O-])(=O)C.[Pd+2].C([O-])(=O)C>[CH2:11]([N:18]1[C:26]2[C:21](=[CH:22][CH:23]=[C:24]([C:4]3[CH:5]=[CH:6][CH:7]=[C:2]([Cl:1])[CH:3]=3)[CH:25]=2)[CH:20]=[CH:19]1)[C:12]1[CH:17]=[CH:16][CH:15]=[CH:14][CH:13]=1 |f:3.4,7.8.9|. Procedure: 3-Chlorophenylboronic acid (1.21 g, 7.76 mmol) was added in four poritions to the mixture of 1-benzyl-6-bromo-1H-indole (1.12 g, 3.91 mmol), palladium(II) acetate (0.0191 g, 0,0850 mmol), and tetrabutylammonium bromide (1.26 g, 3.91 mmol) in water (22.5 mL) and THF (2.5 mL) while heating at 70° C. for 4 hours. The reaction mixture was allowed to cool to room temperature and 2N hydrochloric acid was slowly added. The mixture was extracted with ethyl acetate, washed with water and brine, dried ove... Starting materials: CC(=O)O[BH-](OC(C)=O)OC(C)=O, COc1cc(C=O)ccc1OC(=O)N(C)C, ClCCCl, Fc1ccccc1N1CCNCC1, [Na+], [Na+], [Na+], O=C([O-])[O-]. The product is COc1cc(CN2CCN(c3ccccc3F)CC2)ccc1OC(=O)N(C)C. As a reaction SMILES: [C:40]([O:41][BH-:42]([O:43][C:44](=[O:45])[CH3:46])[O:47][C:48](=[O:49])[CH3:50])(=[O:51])[CH3:52].[CH3:1][O:2][c:3]1[cH:4][c:5]([CH:6]=[O:7])[cH:8][cH:9][c:10]1[O:11][C:12](=[O:13])[N:14]([CH3:15])[CH3:16].[Cl:36][CH2:37][CH2:38][Cl:39].[F:17][c:18]1[c:19]([N:24]2[CH2:25][CH2:26][NH:27][CH2:28][CH2:29]2)[cH:20][cH:21][cH:22][cH:23]1.[Na+:30].[Na+:31].[Na+:53].[O-:32][C:33](=[O:34])[O-:35]>>[CH3:1][O:2][c:3]1[cH:4][c:5]([CH2:6][N:27]2[CH2:26][CH2:25][N:24]([c:19]3[c:18]([F:17])[cH:23][cH:22][cH:21][cH:20]3)[CH2:29][CH2:28]2)[cH:8][cH:9][c:10]1[O:11][C:12](=[O:13])[N:14]([CH3:15])[CH3:16].